From a dataset of the Open Reaction Database (ORD), a public repository of structured organic reaction records. describe an organic reaction: reactants, conditions, products, and yield Reactants: CCOC(C)=O, CCOC(C)=O, Cl, CC(C)(C)OC(=O)N1CCOc2ccc(-c3ccccc3)cc2C1. Product: Cl, c1ccc(-c2ccc3c(c2)CNCCO3)cc1. Reaction SMILES: [C:25]([O:26][CH2:27][CH3:28])(=[O:29])[CH3:30].[CH3:32][CH2:33][O:34][C:35](=[O:36])[CH3:37].[ClH:31].[c:1]1(-[c:7]2[cH:8][cH:9][c:10]3[c:11]([cH:24]2)[CH2:12][N:13]([C:17]([O:18][C:19]([CH3:20])([CH3:21])[CH3:22])=[O:23])[CH2:14][CH2:15][O:16]3)[cH:2][cH:3][cH:4][cH:5][cH:6]1>>[ClH:31].[c:1]1(-[c:7]2[cH:8][cH:9][c:10]3[c:11]([cH:24]2)[CH2:12][NH:13][CH2:14][CH2:15][O:16]3)[cH:2][cH:3][cH:4][cH:5][cH:6]1. Starting materials: OC1=C(C(=O)N)C=CC(=C1CC=C)O (2,4-Dihydroxy-3-(2-propenyl)benzamide), ICCCOC1=C(C2=C(CCC(O2)C(=O)OC)C=C1)CCC (Methyl 7-(3-iodopropoxy)-3,4-dihydro-8-propyl-2H-1-benzopyran-2-carboxylate), C([O-])([O-])=O.[K+].[K+] (potassium carbonate), CN(C)C=O (DMF). The solvent is C(C)(=O)OCC (ethyl acetate). Conditions: time 12 hour. Product: NC(=O)C1=C(C(=C(OCCCOC2=C(C3=C(CCC(O3)C(=O)OC)C=C2)CCC)C=C1)CC=C)O (Methyl 7-[3-[4-(aminocarbonyl)-3-hydroxy-2-(2-propenyl)phenoxy]propoxy]-3,4-dihydro-8-propyl-2H-1-benzopyran-2-carboxylate). As a reaction SMILES: [OH:1][C:2]1[C:10]([CH2:11][CH:12]=[CH2:13])=[C:9]([OH:14])[CH:8]=[CH:7][C:3]=1[C:4]([NH2:6])=[O:5].I[CH2:16][CH2:17][CH2:18][O:19][C:20]1[CH:33]=[CH:32][C:23]2[CH2:24][CH2:25][CH:26]([C:28]([O:30][CH3:31])=[O:29])[O:27][C:22]=2[C:21]=1[CH2:34][CH2:35][CH3:36].C(=O)([O-])[O-].[K+].[K+].CN(C=O)C>C(OCC)(=O)C>[NH2:6][C:4]([C:3]1[CH:7]=[CH:8][C:9]([O:14][CH2:16][CH2:17][CH2:18][O:19][C:20]2[CH:33]=[CH:32][C:23]3[CH2:24][CH2:25][CH:26]([C:28]([O:30][CH3:31])=[O:29])[O:27][C:22]=3[C:21]=2[CH2:34][CH2:35][CH3:36])=[C:10]([CH2:11][CH:12]=[CH2:13])[C:2]=1[OH:1])=[O:5] |f:2.3.4|. Procedure details: The compound of Example 20 (550 mg, 2.89 mmol), the compound of Example 23 (1.21 g, 2.89 mmol), and potassium carbonate (800 mg, 5.78 mmol) were added to about 25 to 30 ml of DMF. The reaction mixture as stirred at room temperature for 12 hours. The reaction mixture was diluted with ethyl acetate and washed with water. The organic layer was dried over magnesium sulfate and concentrated under vacuum. The crude material was chromatographed on silica gel with 30% ethyl acetate/hexane as eluant. The... Starting materials: O (Water), O1CCC(CC1)(C(=O)OCC)C(=O)OCC (diethyl oxane-4,4-dicarboxylate), [OH-].[K+] (potassium hydroxide). Run in C(C)O (ethanol), C(C)O (ethanol). Conditions: time 15 minute. Yields the product O1CCC(CC1)(C(=O)O)C(=O)O (Oxane-4,4-dicarboxylic Acid). Isolated yield 90.6%. As a reaction SMILES: [O:1]1[CH2:6][CH2:5][C:4]([C:12]([O:14]CC)=[O:13])([C:7]([O:9]CC)=[O:8])[CH2:3][CH2:2]1.[OH-].[K+].O>C(O)C>[O:1]1[CH2:2][CH2:3][C:4]([C:7]([OH:9])=[O:8])([C:12]([OH:14])=[O:13])[CH2:5][CH2:6]1 |f:1.2|. Procedure: To a stirred solution of diethyl oxane-4,4-dicarboxylate (40.0 g., 173 mmol) in ethanol (100 mL) was added a solution of potassium hydroxide (21.4 g, 382 mmol) in ethanol (300 mL). After the completion of the addition, the reaction mixture was stirred for 15 min at ambient temperature and then refluxed for 2.5 h. Water (40 mL) was added to the thick, white suspension, and then the solvent was removed by rotary evaporation. Water (40 mL) was added to the remaining residue and the resulting mixtur... The reactants are Brc1ccc(Br)nc1, CC(C)(C)[O-], COCCOC, [Na+], Sc1ccccc1. Yields the product Brc1ccc(Sc2ccccc2)nc1. Reaction SMILES: [Br:1][c:2]1[n:3][cH:4][c:5]([Br:8])[cH:6][cH:7]1.[CH3:16][C:17]([CH3:18])([O-:19])[CH3:20].[CH3:22][O:23][CH2:24][CH2:25][O:26][CH3:27].[Na+:21].[SH:9][c:10]1[cH:11][cH:12][cH:13][cH:14][cH:15]1>>[c:2]1([S:9][c:10]2[cH:11][cH:12][cH:13][cH:14][cH:15]2)[n:3][cH:4][c:5]([Br:8])[cH:6][cH:7]1. The reactants are C(C)(C)(C)C1=C(C=CC(=C1)C(C)(C)C)O (2,4-di-tert-butylphenol), [H-].[Na+] (NaH), C(C)OP(OCC)(=O)Cl (phosphorochloridic acid diethyl ester). The solvent is C1CCOC1 (THF), C1CCOC1 (THF). Run at temperature 0 celsius, time 15 minute. The product is C(C)OP(OC1=C(C=C(C=C1)C(C)(C)C)C(C)(C)C)(OCC)=O (phosphoric acid 2,4-di-tert-butyl-phenyl ester diethyl ester). As a reaction SMILES: [H-].[Na+].[C:3]([C:7]1[CH:12]=[C:11]([C:13]([CH3:16])([CH3:15])[CH3:14])[CH:10]=[CH:9][C:8]=1[OH:17])([CH3:6])([CH3:5])[CH3:4].[CH2:18]([O:20][P:21](Cl)(=[O:25])[O:22][CH2:23][CH3:24])[CH3:19]>C1COCC1>[CH2:18]([O:20][P:21](=[O:25])([O:22][CH2:23][CH3:24])[O:17][C:8]1[CH:9]=[CH:10][C:11]([C:13]([CH3:16])([CH3:15])[CH3:14])=[CH:12][C:7]=1[C:3]([CH3:6])([CH3:5])[CH3:4])[CH3:19] |f:0.1|. Reported procedure: To a suspension of NaH (60% in mineral oil, 6.99 g, 174.7 mmol) in THF (350 mL) was added dropwise a solution of 2,4-di-tert-butylphenol (35 g, 169.6 mmol) in THF (150 mL) at 0° C. The mixture was stirred at 0° C. for 15 min and then phosphorochloridic acid diethyl ester (30.15 g, 174.7 mmol) was added dropwise at 0° C. After addition, the mixture was stirred at this temperature for 15 min. The reaction was quenched with sat. NH4Cl (300 mL). The organic layer was separated and the aqueous phase ... Reactants: CO, [Cl-], CC(C)c1cc(NC(=O)Nc2cc(Oc3ccc([N+](=O)[O-])nc3)ccc2F)n(-c2ccc3ncccc3c2)n1, [NH4+], [Zn]. Product: CC(C)c1cc(NC(=O)Nc2cc(Oc3ccc(N)nc3)ccc2F)n(-c2ccc3ncccc3c2)n1. As a reaction SMILES: [CH3:42][OH:43].[Cl-:40].[F:1][c:2]1[c:3]([NH:18][C:19](=[O:20])[NH:21][c:22]2[cH:23][c:24]([CH:37]([CH3:38])[CH3:39])[n:25][n:26]2-[c:27]2[cH:28][c:29]3[cH:30][cH:31][cH:32][n:33][c:34]3[cH:35][cH:36]2)[cH:4][c:5]([O:8][c:9]2[cH:10][n:11][c:12]([N+:15]([O-:16])=[O:17])[cH:13][cH:14]2)[cH:6][cH:7]1.[NH4+:41].[Zn:44]>>[F:1][c:2]1[c:3]([NH:18][C:19](=[O:20])[NH:21][c:22]2[cH:23][c:24]([CH:37]([CH3:38])[CH3:39])[n:25][n:26]2-[c:27]2[cH:28][c:29]3[cH:30][cH:31][cH:32][n:33][c:34]3[cH:35][cH:36]2)[cH:4][c:5]([O:8][c:9]2[cH:10][n:11][c:12]([NH2:15])[cH:13][cH:14]2)[cH:6][cH:7]1.